From a dataset of the Open Reaction Database (ORD), a public repository of structured organic reaction records. describe an organic reaction: reactants, conditions, products, and yield Starting materials: FC(OC1=CC=C(C=C1)C#CCCC(C)O)(F)F (rac-6-(4-trifluoromethoxy-phenyl)-hex-5-yn-2-ol), C(C)OC(C(C)(C)OC1=C(C=C(C=C1)O)C)=O (2-(4-hydroxy-2-methyl-phenoxy)-2-methyl-propionic acid ethyl ester). The product is C(C)OC(C(C)(OC1=C(C=C(C=C1)OC(CCC#CC1=CC=C(C=C1)OC(F)(F)F)C)C)C)=O (rac-2-Methyl-2-{2-methyl-4-[1-methyl-5-(4-trifluoromethoxy-phenyl)-pent-4-ynyloxy]-phenoxy}-propionic acid ethyl ester). RXN SMILES: [F:1][C:2]([F:18])([F:17])[O:3][C:4]1[CH:9]=[CH:8][C:7]([C:10]#[C:11][CH2:12][CH2:13][CH:14]([OH:16])[CH3:15])=[CH:6][CH:5]=1.[CH2:19]([O:21][C:22](=[O:35])[C:23]([O:26][C:27]1[CH:32]=[CH:31][C:30](O)=[CH:29][C:28]=1[CH3:34])([CH3:25])[CH3:24])[CH3:20]>>[CH2:19]([O:21][C:22](=[O:35])[C:23]([CH3:25])([O:26][C:27]1[CH:32]=[CH:31][C:30]([O:16][CH:14]([CH3:15])[CH2:13][CH2:12][C:11]#[C:10][C:7]2[CH:6]=[CH:5][C:4]([O:3][C:2]([F:17])([F:18])[F:1])=[CH:9][CH:8]=2)=[CH:29][C:28]=1[CH3:34])[CH3:24])[CH3:20]. Procedure: In analogy to the procedure described in example 24A], rac-6-(4-trifluoromethoxy-phenyl)-hex-5-yn-2-ol (example 31E]) and 2-(4-hydroxy-2-methyl-phenoxy)-2-methyl-propionic acid ethyl ester (described in WO 02/092590) yielded the title compound as yellow oil. Reactants: BrC=1C=C(C(=NC1)CCCCN)C (4-(5-bromo-3-methyl-2-pyridinyl)butylamine), CSC1=NS(C2=C1SC=C2)(=O)=O (3-(methylthio)thieno[2,3-d]isothiazole 1,1-dioxide). Solvent: C(C)O (ethanol). Reaction conditions: time 4 hour. The product is BrC=1C=C(C(=NC1)CCCCNC1=NS(C2=C1SC=C2)(=O)=O)C (N-[4-(5-bromo-3-methyl-2-pyridinyl)butyl]thieno[2,3-d]isothiazol-3-amine 1,1-dioxide). Reaction SMILES: [Br:1][C:2]1[CH:3]=[C:4]([CH3:13])[C:5]([CH2:8][CH2:9][CH2:10][CH2:11][NH2:12])=[N:6][CH:7]=1.CS[C:16]1[C:20]2[S:21][CH:22]=[CH:23][C:19]=2[S:18](=[O:25])(=[O:24])[N:17]=1>C(O)C>[Br:1][C:2]1[CH:3]=[C:4]([CH3:13])[C:5]([CH2:8][CH2:9][CH2:10][CH2:11][NH:12][C:16]2[C:20]3[S:21][CH:22]=[CH:23][C:19]=3[S:18](=[O:25])(=[O:24])[N:17]=2)=[N:6][CH:7]=1. Procedure: A mixture of 0.514 g (0.0021 mole) of 4-(5-bromo-3-methyl-2-pyridinyl)butylamine and 0.463 g (0.0021 mole) of 3-(methylthio)thieno[2,3-d]isothiazole 1,1-dioxide in 35 ml of ethanol was heated under reflux with stirring for 4 hours. The reaction solution was cooled in ice giving a crystalline product which amounted to 0.71 g, m.p. 191°-193° C. The reactants are N([C@@H](CCCCNC(=O)OC(C)(C)C)C(=O)N[C@@H](CCCNC(N)=N)C(=O)N[C@@H](CCC(OC(C)(C)C)=O)C(=O)N[C@@H](C(C)C)C(=O)N[C@@H](CC1=CC=C(C=C1)OC(C)(C)C)C(=O)OC)C(=O)OCC1=CC=CC=C1.Cl (Z-Lys(Boc)-Arg-Glu(OBut)-Val-Tyr(But)-OMe.HCl). Solvent: FC(C(=O)O)(F)F (trifluoroacetic acid). Run at time 1 hour. Product: N([C@@H](CCCCN)C(=O)N[C@@H](CCCNC(N)=N)C(=O)N[C@@H](CCC(O)=O)C(=O)N[C@@H](C(C)C)C(=O)N[C@@H](CC1=CC=C(C=C1)O)C(=O)OC)C(=O)OCC1=CC=CC=C1.CC(=O)O (Z-Lys-Arg-Glu-Val-Tyr-OMe acetate). RXN SMILES: [NH:1]([C:66]([O:68][CH2:69][C:70]1[CH:75]=[CH:74][CH:73]=[CH:72][CH:71]=1)=[O:67])[C@H:2]([C:15]([NH:17][C@H:18]([C:26]([NH:28][C@H:29]([C:39]([NH:41][C@H:42]([C:46]([NH:48][C@H:49]([C:62]([O:64][CH3:65])=[O:63])[CH2:50][C:51]1[CH:56]=[CH:55][C:54]([O:57]C(C)(C)C)=[CH:53][CH:52]=1)=[O:47])[CH:43]([CH3:45])[CH3:44])=[O:40])[CH2:30][CH2:31][C:32](=[O:38])[O:33]C(C)(C)C)=[O:27])[CH2:19][CH2:20][CH2:21][NH:22][C:23](=[NH:25])[NH2:24])=[O:16])[CH2:3][CH2:4][CH2:5][CH2:6][NH:7]C(OC(C)(C)C)=O.Cl>FC(F)(F)C(O)=O>[NH:1]([C:66]([O:68][CH2:69][C:70]1[CH:71]=[CH:72][CH:73]=[CH:74][CH:75]=1)=[O:67])[C@H:2]([C:15]([NH:17][C@H:18]([C:26]([NH:28][C@H:29]([C:39]([NH:41][C@H:42]([C:46]([NH:48][C@H:49]([C:62]([O:64][CH3:65])=[O:63])[CH2:50][C:51]1[CH:56]=[CH:55][C:54]([OH:57])=[CH:53][CH:52]=1)=[O:47])[CH:43]([CH3:45])[CH3:44])=[O:40])[CH2:30][CH2:31][C:32](=[O:33])[OH:38])=[O:27])[CH2:19][CH2:20][CH2:21][NH:22][C:23](=[NH:24])[NH2:25])=[O:16])[CH2:3][CH2:4][CH2:5][CH2:6][NH2:7].[CH3:31][C:32]([OH:38])=[O:33] |f:0.1,3.4|. Procedure details: 1.2 g (1.1 mmoles) of Z-Lys(Boc)-Arg-Glu(OBut)-Val-Tyr(But)-OMe.HCl are dissolved in 10 ml of 90 percent strength trifluoroacetic acid. The mixture is allowed to stand for one hour at room temperature and is concentrated. The residue is partitioned between 150 ml of water and 100 ml of diethyl ether. The aqueous phase is stirred with a weakly basic ion exchanger in the acetate form. The exchanger is filtered off and the filtrate is freeze-dried. Yield 880 mg (89%), [α]D23 =-45.8° (c=1, in water)... Starting materials: COC(=O)C1=CSC(=C1)C=1OC=CN1 (5-Oxazol-2-yl-thiophene-3-carboxylic acid methyl ester), [OH-].[Na+] (sodium hydroxide), [OH-].[Na+] (sodium hydroxide). Solvent: CO (methanol). Reaction conditions: time 2 hour. The product is O1C(=NC=C1)C1=CC(=CS1)C(=O)O (5-oxazol-2-yl-thiophene-3-carboxylic acid). Yield: 73.8%. Reaction SMILES: C[O:2][C:3]([C:5]1[CH:9]=[C:8]([C:10]2[O:11][CH:12]=[CH:13][N:14]=2)[S:7][CH:6]=1)=[O:4].[OH-].[Na+]>CO>[O:11]1[CH:12]=[CH:13][N:14]=[C:10]1[C:8]1[S:7][CH:6]=[C:5]([C:3]([OH:4])=[O:2])[CH:9]=1 |f:1.2|. Reported procedure: 5-Oxazol-2-yl-thiophene-3-carboxylic acid methyl ester (0.105 g, 0.50 mmol) was suspended in methanol (1 mL) then sodium hydroxide (1 M, 0.603 mL) was added and the mixture stirred for 2 hours. A further portion of sodium hydroxide (1 M, 0.60 mL) was added and the mixture stirred overnight. The solution was evaporated, the residue was taken up in HCl (1 N, 1.5 mL) and the resultant precipitate was collected by filtration, washed with water and dried to afford 5-oxazol-2-yl-thiophene-3-carboxylic... Starting materials: [H][H] (hydrogen), 126, CC1(OC2=C(C(C1)=O)C=CC=C2)C(=O)OCC (ethyl 3,4-dihydro-2-methyl-4-oxo-2H-1-benzopyran-2-carboxylate). Reagents/catalysts: [Pd] (palladium-on-charcoal). Run in C(C)O (ethanol). Product: 95.5, CC1(OC2=C(CC1)C=CC=C2)C(=O)OCC (ethyl 3,4-dihydro-2-methyl-2H-1-benzopyran-2-carboxylate). Yield: 80.3%. As a reaction SMILES: [CH3:1][C:2]1([C:13]([O:15][CH2:16][CH3:17])=[O:14])[CH2:7][C:6](=O)[C:5]2[CH:9]=[CH:10][CH:11]=[CH:12][C:4]=2[O:3]1.[H][H]>[Pd].C(O)C>[CH3:1][C:2]1([C:13]([O:15][CH2:16][CH3:17])=[O:14])[CH2:7][CH2:6][C:5]2[CH:9]=[CH:10][CH:11]=[CH:12][C:4]=2[O:3]1. Reported procedure: A mixture of 126 parts of ethyl 3,4-dihydro-2-methyl-4-oxo-2H-1-benzopyran-2-carboxylate and 560 parts of ethanol was hydrogenated at normal pressure and at room temperature with 5 parts of palladium-on-charcoal catalyst 10%. After the calculated amount of hydrogen was taken up, the catalyst was filtered off and the filtrate was evaporated. The residue was distilled, yielding 95.5 parts (80.3%) of ethyl 3,4-dihydro-2-methyl-2H-1-benzopyran-2-carboxylate; bp. 71°-73° C. at 0.5 mm. pressure (inter... The reactants are intermediate c, C(C)(C)(C)OC(=O)N1C[C@H]2CC3=CC=C(N=C3N2[C@@H](C1)C)CO ((4R,9aR)-6-hydroxymethyl-4-methyl-3,4,9,9a-tetrahydro-1H-2,4a,5-triaza-fluorene-2-carboxylic acid tert-butyl ester), [H-].[Na+] (sodium hydride), C(C)Br (ethyl bromide). Yields the product C(C)(C)(C)OC(=O)N1C[C@H]2CC3=CC=C(N=C3N2[C@@H](C1)C)COCC ((4R,9aR)-6-Ethoxymethyl-4-methyl-3,4,9,9a-tetrahydro-1H-2,4a,5-triaza-fluorene-2-carboxylic acid tert-butyl ester). Reaction SMILES: [C:1]([O:5][C:6]([N:8]1[CH2:20][C@@H:19]([CH3:21])[N:18]2[C@H:10]([CH2:11][C:12]3[C:17]2=[N:16][C:15]([CH2:22][OH:23])=[CH:14][CH:13]=3)[CH2:9]1)=[O:7])([CH3:4])([CH3:3])[CH3:2].[H-].[Na+].[CH2:26](Br)[CH3:27]>>[C:1]([O:5][C:6]([N:8]1[CH2:20][C@@H:19]([CH3:21])[N:18]2[C@H:10]([CH2:11][C:12]3[C:17]2=[N:16][C:15]([CH2:22][O:23][CH2:26][CH3:27])=[CH:14][CH:13]=3)[CH2:9]1)=[O:7])([CH3:2])([CH3:4])[CH3:3] |f:1.2|. Reported procedure: This compound was prepared in analogy to Example 15 intermediate c), from (4R,9aR)-6-hydroxymethyl-4-methyl-3,4,9,9a-tetrahydro-1H-2,4a,5-triaza-fluorene-2-carboxylic acid tert-butyl ester, sodium hydride and ethyl bromide.